Dataset: the Open Reaction Database (ORD), a public repository of structured organic reaction records. Task: describe an organic reaction: reactants, conditions, products, and yield Reactants: CC(C)NS(=O)(=O)Cl, COC(=O)c1cccnc1N, c1ccccc1. Yields the product COC(=O)c1cccnc1NS(=O)(=O)NC(C)C. Reaction SMILES: [CH:12]([CH3:13])([CH3:14])[NH:15][S:16](=[O:17])(=[O:18])[Cl:19].[NH2:1][c:2]1[n:3][cH:4][cH:5][cH:6][c:7]1[C:8](=[O:9])[O:10][CH3:11].[cH:20]1[cH:21][cH:22][cH:23][cH:24][cH:25]1>>[NH:1]([c:2]1[n:3][cH:4][cH:5][cH:6][c:7]1[C:8](=[O:9])[O:10][CH3:11])[S:16]([NH:15][CH:12]([CH3:13])[CH3:14])(=[O:17])=[O:18]. Starting materials: Imine, C1(=CC=C(C=C1)S(=O)(=O)O)C (paratoluenesulphonic acid), C1(=CC=CC=C1)C(=O)C1CC1 (cyclopropyl phenyl ketone), C(CC)N (propylamine). Solvent: C1(=CC=CC=C1)C (toluene). Reaction conditions: temperature 55 celsius, time 8 hour. Product: C1(CC1)C(C1=CC=CC=C1)NCCC (N-(α-cyclopropylbenzyl)-N-propylamine). Reaction SMILES: C1(C)C=CC(S(O)(=O)=O)=CC=1.[C:12]1([C:18]([CH:20]2[CH2:22][CH2:21]2)=O)[CH:17]=[CH:16][CH:15]=[CH:14][CH:13]=1.[CH2:23]([NH2:26])[CH2:24][CH3:25]>C1(C)C=CC=CC=1>[CH:20]1([CH:18]([NH:26][CH2:23][CH2:24][CH3:25])[C:12]2[CH:17]=[CH:16][CH:15]=[CH:14][CH:13]=2)[CH2:22][CH2:21]1. Reported procedure: 4 Å molecular sieves and 100 mg of paratoluenesulphonic acid are added to 10 g of cyclopropyl phenyl ketone in 60 ml of anhydrous toluene, followed by 6 g of propylamine. Imine formation is monitored by gas chromatographic assay. After heating for 6 hours at 55° C., the reaction mixture is cooled, the molecular sieves are filtered off and the solution is evaporated to dryness under vacuum. The residue is taken up in 100 ml of anhydrous ethanol. The solution is cooled to 0° C. and 2.65 g of sodiu... The reactants are FC1=CC=C(C=C1)C=1C(=NC2=CC=C(C=C2N1)C(=O)OC)N1CCC(CC1)C1=CC=C(C=C1)C(F)(F)F (methyl 3-(4-fluorophenyl)-2-(4-(4-(trifluoromethyl)phenyl)piperidin-1-yl)quinoxaline-6-carboxylate), [OH-].[Na+] (sodium hydroxide). The solvent is O (water), CO (methanol). Run at temperature 50 celsius, time 3 hour. Yields the product FC1=CC=C(C=C1)C=1C(=NC2=CC=C(C=C2N1)C(=O)O)N1CCC(CC1)C1=CC=C(C=C1)C(F)(F)F (3-(4-Fluorophenyl)-2-(4-(4-(trifluoromethyl)phenyl)piperidin-1-yl)quinoxaline-6-carboxylic acid). Reaction SMILES: [F:1][C:2]1[CH:7]=[CH:6][C:5]([C:8]2[C:9]([N:22]3[CH2:27][CH2:26][CH:25]([C:28]4[CH:33]=[CH:32][C:31]([C:34]([F:37])([F:36])[F:35])=[CH:30][CH:29]=4)[CH2:24][CH2:23]3)=[N:10][C:11]3[C:16]([N:17]=2)=[CH:15][C:14]([C:18]([O:20]C)=[O:19])=[CH:13][CH:12]=3)=[CH:4][CH:3]=1.[OH-].[Na+]>CO.O>[F:1][C:2]1[CH:7]=[CH:6][C:5]([C:8]2[C:9]([N:22]3[CH2:23][CH2:24][CH:25]([C:28]4[CH:29]=[CH:30][C:31]([C:34]([F:35])([F:36])[F:37])=[CH:32][CH:33]=4)[CH2:26][CH2:27]3)=[N:10][C:11]3[C:16]([N:17]=2)=[CH:15][C:14]([C:18]([OH:20])=[O:19])=[CH:13][CH:12]=3)=[CH:4][CH:3]=1 |f:1.2|. Procedure: Into a 50-mL round-bottom flask, was placed a solution of methyl 3-(4-fluorophenyl)-2-(4-(4-(trifluoromethyl)phenyl)piperidin-1-yl)quinoxaline-6-carboxylate (120 mg, 0.24 mmol, 1.00 equiv) in methanol (20 mL) and a solution of sodium hydroxide (47.2 mg, 1.18 mmol, 5.00 equiv) in water (2 mL). The resulting solution was stirred for 3 h at 50° C. in an oil bath. The resulting mixture was concentrated under vacuum. The resulting solution was diluted with 30 mL of water. The pH value of the aqueous ... Reactants: O=C(O)c1ccc(Br)cc1NS(=O)(=O)c1cccc2nccnc12, NCc1ccc(F)cc1F. The product is O=C(NCc1ccc(F)cc1F)c1ccc(Br)cc1NS(=O)(=O)c1cccc2nccnc12. Reaction SMILES: [Br:1][c:2]1[cH:3][c:4]([NH:11][S:12](=[O:13])(=[O:14])[c:15]2[c:16]3[n:17][cH:18][cH:19][n:20][c:21]3[cH:22][cH:23][cH:24]2)[c:5]([C:6](=[O:7])[OH:8])[cH:9][cH:10]1.[F:25][c:26]1[c:27]([CH2:28][NH2:29])[cH:30][cH:31][c:32]([F:34])[cH:33]1>>[Br:1][c:2]1[cH:3][c:4]([NH:11][S:12](=[O:13])(=[O:14])[c:15]2[c:16]3[n:17][cH:18][cH:19][n:20][c:21]3[cH:22][cH:23][cH:24]2)[c:5]([C:6](=[O:7])[NH:29][CH2:28][c:27]2[c:26]([F:25])[cH:33][c:32]([F:34])[cH:31][cH:30]2)[cH:9][cH:10]1. Reactants: CCO, CCOC(C)=O, CC(C)(C)OC(=O)N1CCC(C2CCN(c3ccc([N+](=O)[O-])cc3)CC2)CC1. Yields the product CC(C)(C)OC(=O)N1CCC(C2CCN(c3ccc(N)cc3)CC2)CC1. Reaction SMILES: [CH3:29][CH2:30][OH:31].[CH3:32][CH2:33][O:34][C:35]([CH3:36])=[O:37].[N+:1]([O-:2])(=[O:3])[c:4]1[cH:5][cH:6][c:7]([N:10]2[CH2:11][CH2:12][CH:13]([CH:16]3[CH2:17][CH2:18][N:19]([C:22](=[O:23])[O:24][C:25]([CH3:26])([CH3:27])[CH3:28])[CH2:20][CH2:21]3)[CH2:14][CH2:15]2)[cH:8][cH:9]1>>[NH2:1][c:4]1[cH:5][cH:6][c:7]([N:10]2[CH2:11][CH2:12][CH:13]([CH:16]3[CH2:17][CH2:18][N:19]([C:22](=[O:23])[O:24][C:25]([CH3:26])([CH3:27])[CH3:28])[CH2:20][CH2:21]3)[CH2:14][CH2:15]2)[cH:8][cH:9]1. Starting materials: CI, CO, COP(=S)(N=C(S)N(C)C)OC. Yields the product COP(=O)(N=C(S)N(C)C)SC. As a reaction SMILES: [CH3:13][I:14].[CH3:15][OH:16].[CH3:1][O:2][P:3](=[S:4])([N:5]=[C:6]([N:7]([CH3:8])[CH3:9])[SH:10])[O:11][CH3:12]>>[CH3:1][O:2][P:3](=[O:4])([N:5]=[C:6]([N:7]([CH3:8])[CH3:9])[SH:10])[S:11][CH3:13]. The reactants are O=C([O-])[O-], CCI, CCOC(C)=O, [K+], [K+], CN(C)C=O, O, COc1ccc(N2CCN(c3c(C)c(O)c4c(c3C)C(=O)C(C)(C)O4)CC2)cc1. Yields the product CCOc1c(C)c(N2CCN(c3ccc(OC)cc3)CC2)c(C)c2c1OC(C)(C)C2=O. As a reaction SMILES: [C:38](=[O:39])([O-:40])[O-:41].[CH2:1]([CH3:2])[I:3].[CH3:44][CH2:45][O:46][C:47](=[O:48])[CH3:49].[K+:42].[K+:43].[O:4]=[CH:5][N:6]([CH3:7])[CH3:8].[OH2:50].[OH:9][c:10]1[c:11]([CH3:37])[c:12]([N:23]2[CH2:24][CH2:25][N:26]([c:29]3[cH:30][cH:31][c:32]([O:35][CH3:36])[cH:33][cH:34]3)[CH2:27][CH2:28]2)[c:13]([CH3:22])[c:14]2[c:18]1[O:17][C:16]([CH3:19])([CH3:20])[C:15]2=[O:21]>>[CH2:1]([CH3:2])[O:9][c:10]1[c:11]([CH3:37])[c:12]([N:23]2[CH2:24][CH2:25][N:26]([c:29]3[cH:30][cH:31][c:32]([O:35][CH3:36])[cH:33][cH:34]3)[CH2:27][CH2:28]2)[c:13]([CH3:22])[c:14]2[c:18]1[O:17][C:16]([CH3:19])([CH3:20])[C:15]2=[O:21].